From a dataset of the Open Reaction Database (ORD), a public repository of structured organic reaction records. describe an organic reaction: reactants, conditions, products, and yield The reactants are ClC=1C=C2C=C(C(OC2=CC1F)C(F)(F)F)C(=O)OCC (ethyl 6-chloro-7-fluoro-2-(trifluoromethyl)-2H-chromene-3-carboxylate), CC1CNCC(C1)C (3,5-dimethylpiperidine), C(=O)([O-])[O-].[K+].[K+] (K2CO3). Run in CN(C)C=O (DMF). Conditions: temperature 90 celsius. Product: ClC=1C=C2C=C(C(OC2=CC1N1CC(CC(C1)C)C)C(F)(F)F)C(=O)OCC (ethyl 6-chloro-7-(3,5-dimethylpiperidin-1-yl)-2-(trifluoromethyl)-2H-chromene-3-carboxylate). Isolated yield 93.2%. As a reaction SMILES: [Cl:1][C:2]1[CH:3]=[C:4]2[C:9](=[CH:10][C:11]=1F)[O:8][CH:7]([C:13]([F:16])([F:15])[F:14])[C:6]([C:17]([O:19][CH2:20][CH3:21])=[O:18])=[CH:5]2.[CH3:22][CH:23]1[CH2:28][CH:27]([CH3:29])[CH2:26][NH:25][CH2:24]1.C([O-])([O-])=O.[K+].[K+]>CN(C=O)C>[Cl:1][C:2]1[CH:3]=[C:4]2[C:9](=[CH:10][C:11]=1[N:25]1[CH2:26][CH:27]([CH3:29])[CH2:28][CH:23]([CH3:22])[CH2:24]1)[O:8][CH:7]([C:13]([F:16])([F:15])[F:14])[C:6]([C:17]([O:19][CH2:20][CH3:21])=[O:18])=[CH:5]2 |f:2.3.4|. Procedure details: A mixture of ethyl 6-chloro-7-fluoro-2-(trifluoromethyl)-2H-chromene-3-carboxylate (from Example 7a, Step 2) (0.5 g, 1.54 mmole) and 3,5-dimethylpiperidine (0.17 g, 1.54 mmole) was dissolved in anhydrous DMF (5 mL), warmed to 90° C. and treated with K2CO3 (0.25 g, 1.84 mmole). The solution was maintained at 90° C. for 48 hrs, cooled to room temperature, filtered through celite and condensed to a viscous oil. The oil was purified by Biotage silica chromatography with 30% methylene chloride in hex... Starting materials: FC=1C=C(C=CC1)S(=O)(=O)C=1C=NC2=C(C=CC=C2C1)I (3-(3-fluorophenylsulfonyl)-8-iodoquinoline), [Cl-].C(C)(C)(C)OC(=O)N1CCC2C1C[NH2+]C2 (1-(tert-butoxycarbonyl)-octahydropyrrolo[2,3-c]pyrrol-5-ium chloride), tert-butyl-oxycarbonyl, Cl (HCl). Product: [Cl-].FC=1C=C(C=CC1)S(=O)(=O)C=1C=NC2=C(C=CC=C2C1)N1CC2[NH2+]CCC2C1 (5-(3-(3-fluorophenylsulfonyl)quinolin-8-yl)octahydropyrrolo[3,4-b]pyrrol-1-ium chloride). Reaction SMILES: [F:1][C:2]1[CH:3]=[C:4]([S:8]([C:11]2[CH:12]=[N:13][C:14]3[C:19]([CH:20]=2)=[CH:18][CH:17]=[CH:16][C:15]=3I)(=[O:10])=[O:9])[CH:5]=[CH:6][CH:7]=1.[Cl-:22].C(OC([N:30]1[CH:34]2[CH2:35][NH2+:36][CH2:37][CH:33]2[CH2:32][CH2:31]1)=O)(C)(C)C.Cl>>[Cl-:22].[F:1][C:2]1[CH:3]=[C:4]([S:8]([C:11]2[CH:12]=[N:13][C:14]3[C:19]([CH:20]=2)=[CH:18][CH:17]=[CH:16][C:15]=3[N:36]2[CH2:37][CH:33]3[CH:34]([NH2+:30][CH2:31][CH2:32]3)[CH2:35]2)(=[O:10])=[O:9])[CH:5]=[CH:6][CH:7]=1 |f:1.2,4.5|. Reported procedure: 0.088 g of 5-(3-(3-fluorophenylsulfonyl)quinolin-8-yl)octahydropyrrolo[3,4-b]pyrrol-1-ium chloride were prepared by analogy to the methods of Examples 27 and 28 by coupling of 3-(3-fluorophenylsulfonyl)-8-iodoquinoline with 1-(tert-butoxycarbonyl)-octahydropyrrolo[2,3-c]pyrrol-5-ium chloride and subsequent deprotection of the tert-butyl-oxycarbonyl derivative with HCl in isoproanol. Starting materials: CC(C)CCC[C@@H](C)[C@H]1CC[C@H]2[C@@H]3CC=C4C[C@@H](O)CC[C@]4(C)[C@H]3CC[C@]12C (cholesterol), fatty acids, C1=CC(=C2C(=C1NCCN)C(=O)C3=C(C2=O)C=NC=C3)NCCN (BBR 2778), Phosphatidylcholine, phosphatidylcholine, CC(C)CCC[C@@H](C)[C@H]1CC[C@H]2[C@@H]3CC=C4C[C@@H](O)CC[C@]4(C)[C@H]3CC[C@]12C (cholesterol), C1=CC(=C2C(=C1NCCN)C(=O)C3=C(C2=O)C=NC=C3)NCCN (BBR 2778). Yields the product CCCCC/C=C\C/C=C\CCCCCCCC(=O)O (linoleic), hydrogenated phosphatidylcholines. As a reaction SMILES: CC(CCC[C@H:7]([C@@H:9]1[C@:27]2(C)[C@H:12]([C@H:13]3[C@H:24]([CH2:25][CH2:26]2)[C@:22]2(C)[C:16](C[C@H:18]([CH2:20][CH2:21]2)[OH:19])=[CH:15][CH2:14]3)[CH2:11][CH2:10]1)[CH3:8])C.C1C(NCCN)=C2C(C3C=CN=CC=3C(=O)C2=C(NCCN)C=1)=[O:40]>>[CH3:8][CH2:7][CH2:9][CH2:10][CH2:11]/[CH:12]=[CH:27]\[CH2:26]/[CH:25]=[CH:24]\[CH2:13][CH2:14][CH2:15][CH2:16][CH2:22][CH2:21][CH2:20][C:18]([OH:19])=[O:40]. Procedure: Therefore, the invention provides a liposome formulation of compound BBR 2778 consisting of liposomes comprising phosphatidylcholine, cholesterol and BBR 2778, in a cholesterol/phospholipide 1:2 to 1:7 weight ratio and in a BBR 2778/phospholipide 1:4 to 1:25 weight ratio. Phosphatidylcholine preferably includes residues of fatty acids selected from palmitic, oleic, linoleic, gamma-linoleic, linolenic and stearic acids, and the liposome is formed by a mixture of hydrogenated and non-hydrogenated ... The reactants are Cc1coc(CNc2ncccc2[N+](=O)[O-])c1, CO, [H][H], c1ccsc1. Product: Cc1coc(CNc2ncccc2N)c1. Reaction SMILES: [CH3:1][c:2]1[cH:3][c:4]([CH2:7][NH:8][c:9]2[n:10][cH:11][cH:12][cH:13][c:14]2[N+:15]([O-:16])=[O:17])[o:5][cH:6]1.[CH3:25][OH:26].[H:23][H:24].[cH:18]1[cH:19][s:20][cH:21][cH:22]1>>[CH3:1][c:2]1[cH:3][c:4]([CH2:7][NH:8][c:9]2[n:10][cH:11][cH:12][cH:13][c:14]2[NH2:15])[o:5][cH:6]1. Starting materials: Cl.ClC1=NC(=CC=2N1N=C(N2)C2CCN(CC2)C2CC2)C2=C(C=C(C=C2)Cl)Cl (5-chloro-7-(2,4-dichlorophenyl)-2-(1-cyclopropylpiperidin-4-yl)-[1,2,4]-triazolo[1,5-c]pyrimidine hydrochloride), Cl.Cl.NC1=NC(=CC=C1C#N)NCCN (2-Amino-6-[(2-aminoethyl)amino]pyridine-3-carbonitrile dihydrochloride), C(C)(C)N(C(C)C)CC (N,N-diisopropylethylamine). Solvent: CS(=O)C (DMSO). Conditions: temperature 130 celsius. The product is NC1=NC(=CC=C1C#N)NCCNC1=NC(=CC=2N1N=C(N2)C2CCN(CC2)C2CC2)C2=C(C=C(C=C2)Cl)Cl (2-Amino-6-[(2-{[2-(1-cyclopropylpiperidin-4-yl)-7-(2,4-dichlorophenyl)[1,2,4]triazolo[1,5-c]-pyrimidin-5-yl]amino}ethyl)amino]pyridine-3-carbonitrile). As a reaction SMILES: Cl.Cl[C:3]1[N:8]2[N:9]=[C:10]([CH:12]3[CH2:17][CH2:16][N:15]([CH:18]4[CH2:20][CH2:19]4)[CH2:14][CH2:13]3)[N:11]=[C:7]2[CH:6]=[C:5]([C:21]2[CH:26]=[CH:25][C:24]([Cl:27])=[CH:23][C:22]=2[Cl:28])[N:4]=1.Cl.Cl.[NH2:31][C:32]1[C:37]([C:38]#[N:39])=[CH:36][CH:35]=[C:34]([NH:40][CH2:41][CH2:42][NH2:43])[N:33]=1.C(N(CC)C(C)C)(C)C>CS(C)=O>[NH2:31][C:32]1[C:37]([C:38]#[N:39])=[CH:36][CH:35]=[C:34]([NH:40][CH2:41][CH2:42][NH:43][C:3]2[N:8]3[N:9]=[C:10]([CH:12]4[CH2:13][CH2:14][N:15]([CH:18]5[CH2:20][CH2:19]5)[CH2:16][CH2:17]4)[N:11]=[C:7]3[CH:6]=[C:5]([C:21]3[CH:26]=[CH:25][C:24]([Cl:27])=[CH:23][C:22]=3[Cl:28])[N:4]=2)[N:33]=1 |f:0.1,2.3.4|. Procedure details: 50 mg (0.12 mmol) of 5-chloro-7-(2,4-dichlorophenyl)-2-(1-cyclopropylpiperidin-4-yl)-[1,2,4]-triazolo[1,5-c]pyrimidine hydrochloride (Example 45A), 30 mg (0.14 mmol) of 2-amino-6-[(2-aminoethyl)amino]pyridine-3-carbonitrile dihydrochloride (Example 9A) and 0.125 ml (3.5 mmol) of N,N-diisopropylethylamine were initially charged in 1 ml of DMSO. The mixture was heated in the microwave at 130° C. for 30 min. This gave, after purification of the crude product by preparative HPLC (Method 11), 43 mg (...